Dataset: the Open Reaction Database (ORD), a public repository of structured organic reaction records. Task: describe an organic reaction: reactants, conditions, products, and yield The reactants are FC(C(=O)O)(F)F (Trifluoroacetic acid), C(C)(C)(C)C1=CC=C(C=C1)C(=CC1CCC(N1CC1=C(C=C(C=C1)OC)OC)=O)C1=NC(=C(C=C1)C1(CCC1)O)OC (5-{2-(4-tert-butylphenyl)-2-[5-(1-hydroxycyclobutyl)-6-methoxypyridin-2-yl]ethenyl}-1-(2,4-dimethoxybenzyl)pyrrolidin-2-one). Run in C1(=CC=CC=C1)OC (anisole). Conditions: temperature 85 celsius, time 8 hour. Yields the product FC(C(=O)O)(F)F (trifluoroacetic acid), ( A ), C(C)(C)(C)C1=CC=C(C=C1)C(=C[C@@H]1NC(CC1)=O)C1=CC=C(C(N1)=O)C1(CCC1)O (6-{1-(4-tert-Butylphenyl)-2-[(2R)-5-oxopyrrolidin-2-yl]ethenyl}-3-(1-hydroxycyclobutyl)pyridin-2(1H)-one). Isolated yield 8.0%. RXN SMILES: [F:1][C:2]([F:7])([F:6])[C:3]([OH:5])=[O:4].[C:8]([C:12]1[CH:17]=[CH:16][C:15]([C:18]([C:37]2[CH:42]=[CH:41][C:40]([C:43]3([OH:47])[CH2:46][CH2:45][CH2:44]3)=[C:39]([O:48]C)[N:38]=2)=[CH:19][CH:20]2[N:24](CC3C=CC(OC)=CC=3OC)[C:23](=[O:36])[CH2:22][CH2:21]2)=[CH:14][CH:13]=1)([CH3:11])([CH3:10])[CH3:9]>C1(OC)C=CC=CC=1>[F:1][C:2]([F:7])([F:6])[C:3]([OH:5])=[O:4].[C:8]([C:12]1[CH:13]=[CH:14][C:15]([C:18]([C:37]2[NH:38][C:39](=[O:48])[C:40]([C:43]3([OH:47])[CH2:44][CH2:45][CH2:46]3)=[CH:41][CH:42]=2)=[CH:19][C@H:20]2[CH2:21][CH2:22][C:23](=[O:36])[NH:24]2)=[CH:16][CH:17]=1)([CH3:11])([CH3:9])[CH3:10]. Procedure: Trifluoroacetic acid (1 mL) was added to a solution of 5-{2-(4-tert-butylphenyl)-2-[5-(1-hydroxycyclobutyl)-6-methoxypyridin-2-yl]ethenyl}-1-(2,4-dimethoxybenzyl)pyrrolidin-2-one (EZ mixture) (35 mg) in anisole (1 mL), and the mixture was stirred at 85° C. overnight. The solvent was evaporated under reduced pressure, and then the residue was purified by silica gel column chromatography (hexane:ethyl acetate=1:1→1:5). The resulting compound was dissolved in 1,4-dioxane (1 mL) and 48% hydrobromic ... Reactants: [N+](=[N-])=CC(=O)OCC (ethyl 2-diazoacetate), C(C)(C)(C)OC(=O)N(C=1C(=NC(=CN1)C=C)C1=NN=C(O1)C1=CC=C(C=C1)CN(C(OC(C)(C)C)=O)C)C(=O)OC(C)(C)C (tert-butyl N-[[4-[5-[3-[bis(tert-butoxycarbonyl)amino]-6-vinyl-pyrazin-2-yl]-1,3,4-oxadiazol-2-yl]phenyl]methyl]-N-methyl-carbamate), [N+](=[N-])=CC(=O)OCC (ethyl 2-diazoacetate). Run in C1(=CC=CC=C1)C (toluene), C1(=CC=CC=C1)C (toluene). Yields the product C(C)(C)(C)OC(=O)N(C=1N=CC(=NC1C=1OC(=NN1)C1=CC=C(C=C1)CN(C)C(=O)OC(C)(C)C)C1C(C1)C(=O)OCC)C(=O)OC(C)(C)C (ethyl 2-[5-[bis(tert-butoxycarbonyl)amino]-6-[5-[4-[[tert-butoxycarbonyl(methyl)amino]methyl]phenyl]-1,3,4-oxadiazol-2-yl]pyrazin-2-yl]cyclopropanecarboxylate). The yield is 94.7%. RXN SMILES: [C:1]([O:5][C:6]([N:8]([C:38]([O:40][C:41]([CH3:44])([CH3:43])[CH3:42])=[O:39])[C:9]1[C:10]([C:17]2[O:21][C:20]([C:22]3[CH:27]=[CH:26][C:25]([CH2:28][N:29]([CH3:37])[C:30](=[O:36])[O:31][C:32]([CH3:35])([CH3:34])[CH3:33])=[CH:24][CH:23]=3)=[N:19][N:18]=2)=[N:11][C:12]([CH:15]=[CH2:16])=[CH:13][N:14]=1)=[O:7])([CH3:4])([CH3:3])[CH3:2].[N+](=[CH:47][C:48]([O:50][CH2:51][CH3:52])=[O:49])=[N-]>C1(C)C=CC=CC=1>[C:41]([O:40][C:38]([N:8]([C:6]([O:5][C:1]([CH3:2])([CH3:4])[CH3:3])=[O:7])[C:9]1[N:14]=[CH:13][C:12]([CH:15]2[CH2:16][CH:47]2[C:48]([O:50][CH2:51][CH3:52])=[O:49])=[N:11][C:10]=1[C:17]1[O:21][C:20]([C:22]2[CH:27]=[CH:26][C:25]([CH2:28][N:29]([C:30]([O:31][C:32]([CH3:33])([CH3:34])[CH3:35])=[O:36])[CH3:37])=[CH:24][CH:23]=2)=[N:19][N:18]=1)=[O:39])([CH3:44])([CH3:42])[CH3:43]. Procedure details: To a solution of tert-butyl N-[[4-[5-[3-[bis(tert-butoxycarbonyl)amino]-6-vinyl-pyrazin-2-yl]-1,3,4-oxadiazol-2-yl]phenyl]methyl]-N-methyl-carbamate (850 mg, 1.4 mmol) in toluene (0.2 mL) at 110° C. was added a solution of ethyl 2-diazoacetate (637 mg, 587 μL, 5.6 mol) in toluene (0.7 mL) slowly over a period of 30 minutes. The reaction mixture showed incomplete conversion to product, when stirred at room temperature, so another 4 equivalents of ethyl 2-diazoacetate (637 mg, 587 μL, 5.6 mmol) wa... Starting materials: CCC(NS(=O)C(C)(C)C)c1ccnc(Br)c1, [C-]#N, [C-]#N, CC(=O)[O-], CC(=O)[O-], CN(C)C=O, [Pd+2], [Zn+2], c1ccc(P(c2ccccc2)c2ccccc2)cc1. Yields the product CCC(NS(=O)C(C)(C)C)c1ccnc(C#N)c1. Reaction SMILES: [Br:20][c:21]1[n:22][cH:23][cH:24][c:25]([CH:27]([CH2:28][CH3:29])[NH:30][S:31](=[O:32])[C:33]([CH3:34])([CH3:35])[CH3:36])[cH:26]1.[C-:51]#[N:52].[C-:54]#[N:55].[C:42]([O-:43])(=[O:44])[CH3:45].[C:47]([O-:48])(=[O:49])[CH3:50].[CH3:37][N:38]([CH3:39])[CH:40]=[O:41].[Pd+2:46].[Zn+2:53].[c:1]1([P:2]([c:3]2[cH:4][cH:5][cH:6][cH:7][cH:8]2)[c:9]2[cH:10][cH:11][cH:12][cH:13][cH:14]2)[cH:15][cH:16][cH:17][cH:18][cH:19]1>>[c:21]1([C:37]#[N:38])[n:22][cH:23][cH:24][c:25]([CH:27]([CH2:28][CH3:29])[NH:30][S:31](=[O:32])[C:33]([CH3:34])([CH3:35])[CH3:36])[cH:26]1. Yield: 17.0%. Reaction SMILES: [Cl:1][C:2]1[CH:3]=[N:4][CH:5]=[C:6]([Cl:24])[C:7]=1[S:8][C:9]1[S:13][C:12]([C:14]([NH:16][CH2:17][CH2:18][CH:19]=O)=[O:15])=[CH:11][C:10]=1[N+:21]([O-:23])=[O:22].[NH:25]1[CH2:30][CH2:29][CH:28]([C:31]([NH2:33])=[O:32])[CH2:27][CH2:26]1>>[Cl:1][C:2]1[CH:3]=[N:4][CH:5]=[C:6]([Cl:24])[C:7]=1[S:8][C:9]1[S:13][C:12]([C:14]([NH:16][CH2:17][CH2:18][CH2:19][N:25]2[CH2:30][CH2:29][CH:28]([C:31]([NH2:33])=[O:32])[CH2:27][CH2:26]2)=[O:15])=[CH:11][C:10]=1[N+:21]([O-:23])=[O:22]. Yields the product ClC=1C=NC=C(C1SC1=C(C=C(S1)C(=O)NCCCN1CCC(CC1)C(=O)N)[N+](=O)[O-])Cl (1-(3-(5-((3,5-dichloropyridin-4-yl)thio)-4-nitrothiophene-2-carboxamido)propyl)piperidine-4-carboxamide), solid. The reactants are ClC=1C=NC=C(C1SC1=C(C=C(S1)C(=O)NCCC=O)[N+](=O)[O-])Cl (5-((3,5-dichloropyridin-4-yl)thio)-4-nitro-N-(3-oxopropyl)thiophene-2-carboxamide), N1CCC(CC1)C(=O)N (piperidine-4-carboxamide). Procedure: Prepared according to the procedure described for step D of example 223 from 5-((3,5-dichloropyridin-4-yl)thio)-4-nitro-N-(3-oxopropyl)thiophene-2-carboxamide (100 mg, 0.23 mmol) and piperidine-4-carboxamide (36.0 mg, 0.28 mmol). The title compound was afforded as a solid (20.0 mg, 17% yield). 1H NMR (400 MHz, d6-DMSO) δ: 8.99 (2H, m), 8.85 (1H, m), 8.42 (1H, s), 7.21 (1H, m), 6.73 (1H, m), 3.19 (2H, m), 2.84 (2H, m), 2.25 (1H, m), 2.0 (1H, m), 1.8 (2H, m), 1.64 (4H, m), 1.53 (2H, m), 1.23 (1H, ... Starting materials: COCCOC1=CC=C(C=C1)C=1N=C2N(N=C(C=C2)OCCC)C1 (2-[4-(2-methoxyethoxy)phenyl]-6-propoxyimidazo[1,2-b]pyridazine), IN1C(CCC1=O)=O (N-iodosuccinimide). Run in C(C)#N (acetonitrile). Run at time 1.5 hour. The product is COCCOC1=CC=C(C=C1)C=1N=C2N(N=C(C=C2)OCCC)C1I (2-[4-(2-Methoxyethoxy)phenyl]-3-iodo-6-propoxyimidazo[1,2-b]pyridazine). Yield: 75.9%. RXN SMILES: [CH3:1][O:2][CH2:3][CH2:4][O:5][C:6]1[CH:11]=[CH:10][C:9]([C:12]2[N:13]=[C:14]3[CH:19]=[CH:18][C:17]([O:20][CH2:21][CH2:22][CH3:23])=[N:16][N:15]3[CH:24]=2)=[CH:8][CH:7]=1.[I:25]N1C(=O)CCC1=O>C(#N)C>[CH3:1][O:2][CH2:3][CH2:4][O:5][C:6]1[CH:11]=[CH:10][C:9]([C:12]2[N:13]=[C:14]3[CH:19]=[CH:18][C:17]([O:20][CH2:21][CH2:22][CH3:23])=[N:16][N:15]3[C:24]=2[I:25])=[CH:8][CH:7]=1. Procedure: A mixture of 2-[4-(2-methoxyethoxy)phenyl]-6-propoxyimidazo[1,2-b]pyridazine (327 mg, 1.00 mmol), N-iodosuccinimide (225 mg, 1.00 mmol) and acetonitrile (4 mL) was stirred at room temperature for 1.5 hours. The mixture was filtered and the collected solid washed with cold, fresh acetonitrile to afforded Compound 96 (344 mg, 76%) as an off-white solid. 1H n.m.r. (CDCl3) δ 1.08, t, J=7.3 Hz, 3H; 1.8-2.0, m, 2H; 3.47, s, 3H; 3.75-3.83, m, 2H; 4.15-4.23, m, 2H; 4.41, t, J=6.6 Hz, 2H; 6.76, d, J=9.5 ...